Dataset: the Open Reaction Database (ORD), a public repository of structured organic reaction records. Task: describe an organic reaction: reactants, conditions, products, and yield The reactants are CCCc1c(CNC)ccc2ccccc12, CN1CC(=O)Nc2ncc(C=CC(=O)O)cc2C1, Cl, Cl, O=C(O)C=Cc1cnc2c(c1)CCC(=O)N2, CNCc1ccc2[nH]cnc2c1. The product is CN(Cc1ccc2[nH]cnc2c1)C(=O)C=Cc1cnc2c(c1)CCC(=O)N2. As a reaction SMILES: [CH3:13][NH:14][CH2:15][c:16]1[cH:17][cH:18][c:19]2[c:20]([cH:21][cH:22][cH:23][cH:24]2)[c:25]1[CH2:26][CH2:27][CH3:28].[CH3:47][N:48]1[CH2:49][c:50]2[cH:51][c:52]([CH:53]=[CH:54][C:55]([OH:56])=[O:57])[cH:58][n:59][c:60]2[NH:61][C:62](=[O:63])[CH2:64]1.[ClH:29].[ClH:46].[O:30]=[C:31]1[CH2:32][CH2:33][c:34]2[cH:35][c:36]([CH:41]=[CH:42][C:43](=[O:44])[OH:45])[cH:37][n:38][c:39]2[NH:40]1.[nH:1]1[cH:2][n:3][c:4]2[c:5]1[cH:6][cH:7][c:8]([CH2:10][NH:11][CH3:12])[cH:9]2>>[nH:1]1[cH:2][n:3][c:4]2[c:5]1[cH:6][cH:7][c:8]([CH2:10][N:11]([CH3:12])[C:43]([CH:42]=[CH:41][c:36]1[cH:35][c:34]3[c:39]([n:38][cH:37]1)[NH:40][C:31](=[O:30])[CH2:32][CH2:33]3)=[O:45])[cH:9]2.